Dataset: the Open Reaction Database (ORD), a public repository of structured organic reaction records. Task: describe an organic reaction: reactants, conditions, products, and yield The reactants are CC(=O)Oc1cc2c(c3ccccc13)Nc1ccccc1S2(=O)=O, CC(=O)O, CO, [Na+], [OH-]. Product: O=S1(=O)c2ccccc2Nc2c1cc(O)c1ccccc21. Reaction SMILES: [C:1](=[O:2])([CH3:3])[O:4][c:5]1[c:6]2[c:7]([c:8]3[c:17]([cH:18]1)[S:16](=[O:19])(=[O:20])[c:15]1[c:10]([cH:11][cH:12][cH:13][cH:14]1)[NH:9]3)[cH:21][cH:22][cH:23][cH:24]2.[CH3:27][C:28](=[O:29])[OH:30].[CH3:31][OH:32].[Na+:26].[OH-:25]>>[OH:4][c:5]1[c:6]2[c:7]([c:8]3[c:17]([cH:18]1)[S:16](=[O:19])(=[O:20])[c:15]1[c:10]([cH:11][cH:12][cH:13][cH:14]1)[NH:9]3)[cH:21][cH:22][cH:23][cH:24]2. Reactants: C1CCOC1, COc1cc(C(=O)OCc2ccccc2)ccc1Nc1ncc(C(F)(F)F)c(Cl)n1, [OH-], [OH-], O, [Pd+2]. Yields the product COc1cc(C(=O)O)ccc1Nc1ncc(C(F)(F)F)c(Cl)n1. As a reaction SMILES: [CH2:32]1[O:33][CH2:34][CH2:35][CH2:36]1.[Cl:1][c:2]1[n:3][c:4]([NH:12][c:13]2[c:14]([O:29][CH3:30])[cH:15][c:16]([C:17](=[O:18])[O:19][CH2:20][c:21]3[cH:22][cH:23][cH:24][cH:25][cH:26]3)[cH:27][cH:28]2)[n:5][cH:6][c:7]1[C:8]([F:9])([F:10])[F:11].[OH-:37].[OH-:38].[OH2:31].[Pd+2:39]>>[Cl:1][c:2]1[n:3][c:4]([NH:12][c:13]2[c:14]([O:29][CH3:30])[cH:15][c:16]([C:17](=[O:18])[OH:19])[cH:27][cH:28]2)[n:5][cH:6][c:7]1[C:8]([F:9])([F:10])[F:11]. Starting materials: C(C=C)OC=1C=C(C#N)C=C(C1OC1=CC(=CC=C1)OC)N (3-allyloxy-5-amino-4-(3-methoxy-phenoxy)-benzonitrile), C(C)(C)(C)C1=CC=C(C=C1)S(=O)(=O)Cl (4-tert-butylbenzenesulphonyl chloride). Yields the product C(C=C)OC=1C(=C(C=C(C1)C#N)NS(=O)(=O)C1=CC=C(C=C1)C(C)(C)C)OC1=CC(=CC=C1)OC (N-[3-allyloxy-5-cyano-2-(3-methoxy-phenoxy)-phenyl]-4-tert-butyl-benzenesulphonamide). As a reaction SMILES: [CH2:1]([O:4][C:5]1[CH:6]=[C:7]([CH:10]=[C:11]([NH2:22])[C:12]=1[O:13][C:14]1[CH:19]=[CH:18][CH:17]=[C:16]([O:20][CH3:21])[CH:15]=1)[C:8]#[N:9])[CH:2]=[CH2:3].[C:23]([C:27]1[CH:32]=[CH:31][C:30]([S:33](Cl)(=[O:35])=[O:34])=[CH:29][CH:28]=1)([CH3:26])([CH3:25])[CH3:24]>>[CH2:1]([O:4][C:5]1[C:12]([O:13][C:14]2[CH:19]=[CH:18][CH:17]=[C:16]([O:20][CH3:21])[CH:15]=2)=[C:11]([NH:22][S:33]([C:30]2[CH:31]=[CH:32][C:27]([C:23]([CH3:26])([CH3:25])[CH3:24])=[CH:28][CH:29]=2)(=[O:35])=[O:34])[CH:10]=[C:7]([C:8]#[N:9])[CH:6]=1)[CH:2]=[CH2:3]. Procedure: Analogously to Example 143e), from 3-allyloxy-5-amino-4-(3-methoxy-phenoxy)-benzonitrile by coupling with 4-tert-butylbenzenesulphonyl chloride there was obtained N-[3-allyloxy-5-cyano-2-(3-methoxy-phenoxy)-phenyl]-4-tert-butyl-benzenesulphonamide as a crystalline solid. Starting materials: BrCC=C1C2=C(SCC3=C1C=CC=C3)C=CC(=C2)Cl (11-(2-bromoethylidene)-2-chloro-6,11-dihydrodibenzo[b,e]thiepine), C([O-])([O-])=O.[K+].[K+] (potassium carbonate), C(C)OC(=O)C1CCNCC1 (4-piperidinecarboxylic acid ethyl ester). Run in CN(C=O)C (N,N-dimethylformamide), ClCCl (dichloromethane). Run at temperature 50 celsius, time 3 hour. Yields the product C(C(=O)O)(=O)O.C(C)OC(=O)C1CCN(CC1)CC=C1C2=C(SCC3=C1C=CC=C3)C=CC(=C2)Cl (1-(2-(2-chloro-6,11-dihydrodibenzo[b,e]thiepin-11-ylidene)-1-ethyl)-4-piperidinecarboxylic acid ethyl ester hydrogen oxalate). Yield: 78.6%. As a reaction SMILES: Br[CH2:2][CH:3]=[C:4]1[C:10]2[CH:11]=[CH:12][CH:13]=[CH:14][C:9]=2[CH2:8][S:7][C:6]2[CH:15]=[CH:16][C:17]([Cl:19])=[CH:18][C:5]1=2.[C:20](=[O:23])([O-:22])[O-].[K+].[K+].[CH2:26]([O:28][C:29]([CH:31]1[CH2:36][CH2:35][NH:34][CH2:33][CH2:32]1)=[O:30])[CH3:27]>CN(C)C=O.ClCCl>[C:29]([OH:30])(=[O:28])[C:20]([OH:22])=[O:23].[CH2:26]([O:28][C:29]([CH:31]1[CH2:36][CH2:35][N:34]([CH2:2][CH:3]=[C:4]2[C:10]3[CH:11]=[CH:12][CH:13]=[CH:14][C:9]=3[CH2:8][S:7][C:6]3[CH:15]=[CH:16][C:17]([Cl:19])=[CH:18][C:5]2=3)[CH2:33][CH2:32]1)=[O:30])[CH3:27] |f:1.2.3,7.8|. Reported procedure: To a solution of 11-(2-bromoethylidene)-2-chloro-6,11-dihydrodibenzo[b,e]thiepine (1.76 g, 0.005 mol, prepared as described in Example 3) in N,N-dimethylformamide (20 ml), potassium carbonate (2.33, 0.006 mol) and 4-piperidinecarboxylic acid ethyl ester (0.86 g, 0.0055 mol) were added and the mixture was stirred at 50° C. for 3 h. The reaction mixture was diluted with dichloromethane (80 ml), the solid was filtered off and the filtrate was washed with water (4×30 ml). The dichloromethane solutio... Reactants: solution, [H-].COCCO[Al+]OCCOC.[Na+].[H-] (sodium bis-(2-methoxyethoxy)-aluminum hydride), 2S, O1C(CO)C1CCCCC=C (2-epoxy-1-hydroxynon-8-ene), [OH-].[Na+] (sodium hydroxide). The solvent is O1CCCC1 (tetrahydrofuran). Conditions: time 8 hour. The product is OCC[C@H](CCCCC=C)O (1,3(S)-dihydroxynon-8-ene). Isolated yield 89.0%. Reaction SMILES: [H-].COCCO[Al+]OCCOC.[Na+].[H-].[O:15]1[CH:19]([CH2:20][CH2:21][CH2:22][CH2:23][CH:24]=[CH2:25])[CH:16]1[CH2:17][OH:18].[OH-].[Na+]>O1CCCC1>[OH:18][CH2:17][CH2:16][C@@H:19]([OH:15])[CH2:20][CH2:21][CH2:22][CH2:23][CH:24]=[CH2:25] |f:0.1.2.3,5.6|. Procedure: 2 ml of a 3.4 molar solution sodium bis-(2-methoxyethoxy)-aluminum hydride (Red-AlR) (6.8 mM) are slowly added to a solution of 0.61 g (3.91 mM) 2S, 3S-2-epoxy-1-hydroxynon-8-ene (III) in 100 ml tetrahydrofuran at 0° C. in an argon gas atmosphere with agitation. After the addition, the mixture is allowed to react 3 hours at 0° C. and the reaction solution is subsequently left overnight at 25° C. After a careful addition of 5 ml 1 molar sodium hydroxide solution, the mixture is allowed to react o...